From a dataset of the Open Reaction Database (ORD), a public repository of structured organic reaction records. describe an organic reaction: reactants, conditions, products, and yield The reactants are NC=1C(=C(C(=O)OC)C=C(C1)C(F)(F)F)C (methyl 3-amino-2-methyl-5-(trifluoromethyl)benzoate), C(C)(=O)[O-].[K+] (potassium acetate), C(C)(=O)OC(C)=O (acetic anhydride), N(=O)OC(C)(C)C (tert-butyl nitrite), C1COCCOCCOCCOCCOCCO1 (18-crown-6). Solvent: C(Cl)(Cl)Cl (chloroform), C(Cl)(Cl)Cl (chloroform). Run at time 12 hour. The product is FC(C=1C=C(C=2C=NNC2C1)C(=O)OC)(F)F (methyl 6-(trifluoromethyl)-1H-indazole-4-carboxylate). Yield: 90.0%. RXN SMILES: [NH2:1][C:2]1[C:3]([CH3:16])=[C:4]([CH:9]=[C:10]([C:12]([F:15])([F:14])[F:13])[CH:11]=1)[C:5]([O:7][CH3:8])=[O:6].C([O-])(=O)C.[K+].C(OC(=O)C)(=O)C.[N:29](OC(C)(C)C)=O.C1OCCOCCOCCOCCOCCOC1>C(Cl)(Cl)Cl>[F:15][C:12]([F:13])([F:14])[C:10]1[CH:9]=[C:4]([C:5]([O:7][CH3:8])=[O:6])[C:3]2[CH:16]=[N:29][NH:1][C:2]=2[CH:11]=1 |f:1.2|. Procedure: To a stirred solution of methyl 3-amino-2-methyl-5-(trifluoromethyl)benzoate (1 equiv.) in chloroform (13 mL per 1 mmol), potassium acetate (1.05 equiv.) and acetic anhydride (2 equiv.) were added and reaction mixture stirred at room temperature for 12 h. After this time, tert-butyl nitrite (4 equiv.) and 18-crown-6 (0.35 equiv.) were added and reaction stirred again at 65° C. for 3 h. On completion, the reaction mixture was cooled to room temperature, diluted with chloroform (500 mL) and washed... Reactants: [Mg] (magnesium), CI (methyl iodide), C[Si](C)(C)Cl (trimethylsilyl chloride), C1(=CC=C(C=C1)S(=O)(=O)[O-])C.[NH+]1=CC=CC=C1 (pyridinium p-toluenesulfonate), BrC1=CC(=C(C=C1)C1(OCCO1)C)O[Si](C)(C)C (2-(4-bromo-2-trimethylsilyloxyphenyl)-2-methyl-1,3-dioxolane), C([O-])(O)=O.[Na+] (sodium bicarbonate). Run in O1CCCC1 (tetrahydrofuran), CC(=O)C (acetone), O (water), O1CCCC1 (tetrahydrofuran), O (water), O1CCCC1 (tetrahydrofuran). The product is OC1=C(C=CC(=C1)[Si](C)(C)C)C(C)=O (2'-Hydroxy-4'-trimethylsilylacetophenone). Isolated yield 42.9%. Reaction SMILES: [Mg].CI.Br[C:5]1[CH:10]=[CH:9][C:8]([C:11]2([CH3:16])[O:15]CCO2)=[C:7]([O:17][Si](C)(C)C)[CH:6]=1.[CH3:22][Si:23](Cl)([CH3:25])[CH3:24].C1(C)C=CC(S([O-])(=O)=O)=CC=1.[NH+]1C=CC=CC=1.C(=O)(O)[O-].[Na+]>O1CCCC1.CC(C)=O.O>[OH:17][C:7]1[CH:6]=[C:5]([Si:23]([CH3:25])([CH3:24])[CH3:22])[CH:10]=[CH:9][C:8]=1[C:11](=[O:15])[CH3:16] |f:4.5,6.7|. Reported procedure: A mixture of 321 mg (13.2 mmol) of magnesium and 0.07 ml of methyl iodide in 1.32 ml of dry tetrahydrofuran was refluxed. After cooling, the mixture was diluted with 3.96 ml of dry tetrahydrofuran. To the mixture was added a solution of 4.0 g of crude 2-(4-bromo-2-trimethylsilyloxyphenyl)-2-methyl-1,3-dioxolane obtained above in 9.6 ml of dry tetrahydrofuran dropwise under refluxing and the mixture was refluxed for additional 2 hours. After cooling, 1.68 ml (13.2 mmol) of trimethylsilyl chloride... Reactants: CC(C)C[Mg+], COC(=O)c1ccc(C=O)cc1, [Cl-], C1CCOC1. Product: COC(=O)c1ccc(C(O)CC(C)C)cc1. As a reaction SMILES: [CH2:14]([CH:15]([CH3:16])[CH3:17])[Mg+:18].[CH3:1][O:2][C:3]([c:4]1[cH:5][cH:6][c:7]([CH:10]=[O:11])[cH:8][cH:9]1)=[O:12].[Cl-:13].[O:19]1[CH2:20][CH2:21][CH2:22][CH2:23]1>>[CH3:1][O:2][C:3]([c:4]1[cH:5][cH:6][c:7]([CH:10]([OH:11])[CH2:14][CH:15]([CH3:16])[CH3:17])[cH:8][cH:9]1)=[O:12]. RXN SMILES: [F:1][C:2]1[CH:7]=[CH:6][CH:5]=[CH:4][C:3]=1[C:8](=[O:10])[CH3:9].CO[CH:13](OC)[N:14]([CH3:16])[CH3:15].[Si]([O-])([O-])([O-])[O-].[Mg+2].[Mg+2]>C(Cl)Cl>[CH3:13][N:14]([CH3:16])[CH:15]=[CH:9][C:8]([C:3]1[CH:4]=[CH:5][CH:6]=[CH:7][C:2]=1[F:1])=[O:10] |f:2.3.4|. Product: CN(C=CC(=O)C1=C(C=CC=C1)F)C (3-Dimethylamino-2'-fluoroacrylophenone). Procedure details: A mixture of 25.0 g. of o-fluoroacetophenone and 35 ml. of dimethylformamide dimethylacetal is refluxed for 16 hours. Evaporation gives a thick oil which is dissolved in methylene chloride and passed through a short column of hydrous magnesium silicate. Evaporation of the solvent gives 34.2 g. of the desired compound as an oil. Solvent: C(Cl)Cl (methylene chloride). Starting materials: FC1=C(C=CC=C1)C(C)=O (o-fluoroacetophenone), COC(N(C)C)OC (dimethylformamide dimethylacetal), [Si]([O-])([O-])([O-])[O-].[Mg+2].[Mg+2] (magnesium silicate). Reactants: C(C)(C)(C)OC([C@@H](NC(C1=CC=C(C=C1)CNC(CCSCC(COC(CCCCCCCCCCCC1=CC=CC=C1)=O)OC(CCCCCCCCCCCC1=CC=CC=C1)=O)=O)=O)CCC(=O)OC(C)(C)C)=O (4-[6,7-bis(12-phenyldodecanoyloxy)-4-thiaheptanoylaminomethyl]benzoyl-glutamic acid di-t-butyl ester), Example 58. Run in FC(C(=O)O)(F)F (trifluoroacetic acid). Reaction conditions: time 2 hour. Yields the product C1(=CC=CC=C1)CCCCCCCCCCCC(=O)OC(CSCCC(=O)NCC1=CC=C(C(=O)N[C@@H](CCC(=O)O)C(=O)O)C=C1)COC(CCCCCCCCCCCC1=CC=CC=C1)=O (4-[6,7-bis(12-phenyldodecanoyloxy)-4-thiaheptanoylaminomethyl]benzoyl-glutamic acid). The yield is 88.0%. RXN SMILES: C([O:5][C:6](=[O:76])[C@H:7]([CH2:67][CH2:68][C:69]([O:71]C(C)(C)C)=[O:70])[NH:8][C:9](=[O:66])[C:10]1[CH:15]=[CH:14][C:13]([CH2:16][NH:17][C:18](=[O:65])[CH2:19][CH2:20][S:21][CH2:22][CH:23]([O:45][C:46](=[O:64])[CH2:47][CH2:48][CH2:49][CH2:50][CH2:51][CH2:52][CH2:53][CH2:54][CH2:55][CH2:56][CH2:57][C:58]2[CH:63]=[CH:62][CH:61]=[CH:60][CH:59]=2)[CH2:24][O:25][C:26](=[O:44])[CH2:27][CH2:28][CH2:29][CH2:30][CH2:31][CH2:32][CH2:33][CH2:34][CH2:35][CH2:36][CH2:37][C:38]2[CH:43]=[CH:42][CH:41]=[CH:40][CH:39]=2)=[CH:12][CH:11]=1)(C)(C)C>FC(F)(F)C(O)=O>[C:58]1([CH2:57][CH2:56][CH2:55][CH2:54][CH2:53][CH2:52][CH2:51][CH2:50][CH2:49][CH2:48][CH2:47][C:46]([O:45][CH:23]([CH2:24][O:25][C:26](=[O:44])[CH2:27][CH2:28][CH2:29][CH2:30][CH2:31][CH2:32][CH2:33][CH2:34][CH2:35][CH2:36][CH2:37][C:38]2[CH:39]=[CH:40][CH:41]=[CH:42][CH:43]=2)[CH2:22][S:21][CH2:20][CH2:19][C:18]([NH:17][CH2:16][C:13]2[CH:14]=[CH:15][C:10]([C:9]([NH:8][C@H:7]([C:6]([OH:76])=[O:5])[CH2:67][CH2:68][C:69]([OH:71])=[O:70])=[O:66])=[CH:11][CH:12]=2)=[O:65])=[O:64])[CH:63]=[CH:62][CH:61]=[CH:60][CH:59]=1. Procedure details: A solution of 4-[6,7-bis(12-phenyldodecanoyloxy)-4-thiaheptanoylaminomethyl]benzoyl-glutamic acid di-t-butyl ester as obtained in Example 58 (255 mg) in trifluoroacetic acid (2 ml) was stirred at room temperature for 2 hours, after which the solvent was distilled off under reduced pressure, to yield the title compound (200 mg, yield 88%) as a syrup. The reactants are C1OC2CC(=C(C(C2OC1)(C)C)C=CC(=CCO)C)C (5-(4-ethylenedioxy-2,6,6-trimethyl-1-cyclohexen-1-yl)-3-methyl-2,4-pentadienol). The reagents and catalysts are [O-2].[O-2].[Mn+4] (manganese dioxide). Run in C1=CC=CC=C1 (benzene). Reaction conditions: time 24 hour. The product is C1OC2CC(=C(C(C2OC1)(C)C)C=CC(=CC=O)C)C (5-(4-Ethylenedioxy-2,6,6-Trimethyl-1-Cyclohexen-1-yl)-3-Methyl-2,4-Pentadienal). Reaction SMILES: [CH2:1]1[CH2:10][O:9][CH:8]2[CH:3]([CH2:4][C:5]([CH3:20])=[C:6]([CH:13]=[CH:14][C:15]([CH3:19])=[CH:16][CH2:17][OH:18])[C:7]2([CH3:12])[CH3:11])[O:2]1>[O-2].[O-2].[Mn+4].C1C=CC=CC=1>[CH2:1]1[CH2:10][O:9][CH:8]2[CH:3]([CH2:4][C:5]([CH3:20])=[C:6]([CH:13]=[CH:14][C:15]([CH3:19])=[CH:16][CH:17]=[O:18])[C:7]2([CH3:11])[CH3:12])[O:2]1 |f:1.2.3|. Procedure details: 500 g. of manganese dioxide was added in 3 portions over 9 hours to a solution of 42 g. of crude 5-(4-ethylenedioxy-2,6,6-trimethyl-1-cyclohexen-1-yl)-3-methyl-2,4-pentadienol in 1 l. of benzene. During this period a suspension formed. The suspension was then stirred under nitrogen for 24 hours. Filtration and evaporation of the solvent yielded a light yellow oil which was used for the next steps without further purification. The yellow oil was purified by chromatography on silica gel G. The yel... Reactants: [H-].[Al+3].[Li+].[H-].[H-].[H-] (lithium aluminum hydride), C(C1=CC=CC=C1)N1CC2=CC=CC(=C2C1)C(=O)OC (2-benzyl-4-methoxycarbonylisoindoline), S(=O)(=O)([O-])[O-].[Na+].[Na+] (sodium sulfate). The solvent is O1CCCC1 (tetrahydrofuran). Run at time 20 hour. The product is C(C1=CC=CC=C1)N1CC2=CC=CC(=C2C1)CO (2-benzyl-4-hydroxymethylisoindoline). Yield: 73.4%. As a reaction SMILES: [CH2:1]([N:8]1[CH2:16][C:15]2[C:10](=[CH:11][CH:12]=[CH:13][C:14]=2[C:17](OC)=[O:18])[CH2:9]1)[C:2]1[CH:7]=[CH:6][CH:5]=[CH:4][CH:3]=1.[H-].[Al+3].[Li+].[H-].[H-].[H-].S([O-])([O-])(=O)=O.[Na+].[Na+]>O1CCCC1>[CH2:1]([N:8]1[CH2:16][C:15]2[C:10](=[CH:11][CH:12]=[CH:13][C:14]=2[CH2:17][OH:18])[CH2:9]1)[C:2]1[CH:3]=[CH:4][CH:5]=[CH:6][CH:7]=1 |f:1.2.3.4.5.6,7.8.9|. Reported procedure: 8.02 g of 2-benzyl-4-methoxycarbonylisoindoline was dissolved in 20 ml of anhydrous tetrahydrofuran and to the solution was added 1.9 g of lithium aluminum hydride. After stirring for 20 hours at room temperature, an aqueous solution of sodium sulfate was added. Insoluble materials were removed by filtration, the filtrate was concentrated, and the residue was recrystallized from ether to give 5.27 g of 2-benzyl-4-hydroxymethylisoindoline. Reactants: CSC1=CC=C(C=C1)C(C(CC(=O)OC)C)=O (methyl 4-methylthio-gamma-oxo-beta-methylbenzenebutyrate), [OH-].[Na+] (NaOH), CO (methanol). The solvent is C1CCOC1 (THF). Product: CSC1=CC=C(C=C1)C(C(CC(=O)O)C)=O (4-methylthio-gamma-oxo-beta-methylbenzenebutanoic acid). RXN SMILES: [CH3:1][S:2][C:3]1[CH:8]=[CH:7][C:6]([C:9](=[O:17])[CH:10]([CH3:16])[CH2:11][C:12]([O:14]C)=[O:13])=[CH:5][CH:4]=1.[OH-].[Na+].CO>C1COCC1>[CH3:1][S:2][C:3]1[CH:4]=[CH:5][C:6]([C:9](=[O:17])[CH:10]([CH3:16])[CH2:11][C:12]([OH:14])=[O:13])=[CH:7][CH:8]=1 |f:1.2|. Procedure: The ester from Step B (1.07 g) was saponified with 1N NaOH (5 ml) and methanol (5 ml) and THF (5 ml) to provide after acidification, extraction into CH and evaporation to dryness the title compound, mp 69°-71° C. Isolated yield 81.0%. Starting materials: Cl.C(C1=CC=CC=C1)OC=1C=C(C=CC1)C1(C(CNCC1)C)F (4-(3-benzyloxyphenyl)-4-fluoro-3-methylpiperidine hydrochloride), C(C=C)(=O)OC (methyl acrylate). Reaction SMILES: Cl.[CH2:2]([O:9][C:10]1[CH:11]=[C:12]([C:16]2([F:23])[CH2:21][CH2:20][NH:19][CH2:18][CH:17]2[CH3:22])[CH:13]=[CH:14][CH:15]=1)[C:3]1[CH:8]=[CH:7][CH:6]=[CH:5][CH:4]=1.[C:24]([O:28][CH3:29])(=[O:27])[CH:25]=[CH2:26]>>[CH2:2]([O:9][C:10]1[CH:11]=[C:12]([C:16]2([F:23])[CH2:21][CH2:20][N:19]([CH2:26][CH2:25][C:24]([O:28][CH3:29])=[O:27])[CH2:18][CH:17]2[CH3:22])[CH:13]=[CH:14][CH:15]=1)[C:3]1[CH:4]=[CH:5][CH:6]=[CH:7][CH:8]=1 |f:0.1|. Yields the product C(C1=CC=CC=C1)OC=1C=C(C=CC1)C1(C(CN(CC1)CCC(=O)OC)C)F (Methyl 3-[4-(3-Benzyloxyphenyl)-4-fluoro-3-methylpiperidin-1-yl]propionate). Procedure: This compound was prepared from 4-(3-benzyloxyphenyl)-4-fluoro-3-methylpiperidine hydrochloride and methyl acrylate as described in Step 1 of Example 4 in 81% yield.